Dataset: the Open Reaction Database (ORD), a public repository of structured organic reaction records. Task: describe an organic reaction: reactants, conditions, products, and yield Reactants: NC=1C=C(C(=O)NN)C=CC1N (3,4-diaminobenzhydrazide), C(Cl)Cl (DCM), FC(C1=CC=C(C=C1)N=C=S)(F)F (4-trifluoromethyl-phenyl isothiocyanate), CCN=C=NCCCN(C)C (EDCI). The solvent is CN(C)C=O (DMF). Conditions: time 72 hour. Yields the product FC(C1=CC=C(C=C1)NC1=NN=C(O1)C=1C=C(C(=CC1)N)N)(F)F (4-[5-(4-Trifluoromethyl-phenylamino)-[1,3,4]oxadiazol-2-yl]-benzene-1,2-diamine). As a reaction SMILES: [NH2:1][C:2]1[CH:3]=[C:4]([CH:9]=[CH:10][C:11]=1[NH2:12])[C:5]([NH:7][NH2:8])=[O:6].C(Cl)Cl.[F:16][C:17]([F:28])([F:27])[C:18]1[CH:23]=[CH:22][C:21]([N:24]=[C:25]=S)=[CH:20][CH:19]=1.CCN=C=NCCCN(C)C>CN(C=O)C>[F:16][C:17]([F:27])([F:28])[C:18]1[CH:19]=[CH:20][C:21]([NH:24][C:25]2[O:6][C:5]([C:4]3[CH:3]=[C:2]([NH2:1])[C:11]([NH2:12])=[CH:10][CH:9]=3)=[N:7][N:8]=2)=[CH:22][CH:23]=1. Procedure details: To a 30 mL vial was added 0.5 g (3.01 mmol) of 3,4-diaminobenzhydrazide, 25 mL of DCM, and 0.61 g (3.01 mmol) of 4-trifluoromethyl-phenyl isothiocyanate. Allowed to stir at r.t. for 72 h. The pink suspension was concentrated in vacuo and used directly in the next reaction. MS (m/z) 370.0 M (+1), tR=1.10, Meth 10. To 20 mL scint vial was added 1.03 g (2.61 mmol) of the crude, 10 mL of DMF, and 0.55 g (2.87 mmol) of EDCI. Allowed to stir at 60° C., for 3 h. Added water, and filtered off solid. Use... Starting materials: O=C1CCC(CC1)C(=O)O (4-ketocyclohexane carboxylic acid), C([O-])([O-])=O.[K+].[K+] (potassium carbonate), C(C1=CC=CC=C1)Br (benzyl bromide). The solvent is CC(=O)C (acetone). Run at temperature 60 celsius, time 3 hour. Yields the product C1(=CC=CC=C1)COC(=O)C1CCC(CC1)=O (4-ketocyclohexane carboxylic acid phenylmethyl ester). Yield: 84.2%. Reaction SMILES: [O:1]=[C:2]1[CH2:7][CH2:6][CH:5]([C:8]([OH:10])=[O:9])[CH2:4][CH2:3]1.C(=O)([O-])[O-].[K+].[K+].[CH2:17](Br)[C:18]1[CH:23]=[CH:22][CH:21]=[CH:20][CH:19]=1>CC(C)=O>[C:18]1([CH2:17][O:9][C:8]([CH:5]2[CH2:6][CH2:7][C:2](=[O:1])[CH2:3][CH2:4]2)=[O:10])[CH:23]=[CH:22][CH:21]=[CH:20][CH:19]=1 |f:1.2.3|. Reported procedure: To an acetone solution containing 12.0 g (84.4 mmol) of 4-ketocyclohexane carboxylic acid and 4.7 g (33.8 mmol) of potassium carbonate, 17.3 g (101.3 mmol) of benzyl bromide was added at room temperature. Next, this was agitated at 60° C. for 3 hours. After the reaction ended, crude product was obtained, and after potassium carbonate was removed by filtration and acetone was evaporated, the crude product was purified by silica gel column chromatography, and 16.5 g of 4-ketocyclohexane carboxylic... The reactants are [Zn](CC)CC (ZnEt2), C(I)I (CH2I2), C(C1=CC=CC=C1)N1CC(=CCC1)CO ((1-Benzyl-1,2,5,6,tetrahydro-pyridin-3-yl)methanol), Cl (HCl). Solvent: C(Cl)Cl (CH2Cl2), C(Cl)Cl (CH2Cl2). Run at time 15 minute. Yields the product C(C1=CC=CC=C1)N1CC2(CC2CC1)CO ((3-Benzyl-3-aza-bicyclo[4.1.0]hept-1-yl)-methanol). RXN SMILES: [Zn](CC)[CH2:2]C.C(I)I.[CH2:9]([N:16]1[CH2:21][CH2:20][CH:19]=[C:18]([CH2:22][OH:23])[CH2:17]1)[C:10]1[CH:15]=[CH:14][CH:13]=[CH:12][CH:11]=1.Cl>C(Cl)Cl>[CH2:9]([N:16]1[CH2:21][CH2:20][CH:19]2[C:18]([CH2:22][OH:23])([CH2:2]2)[CH2:17]1)[C:10]1[CH:15]=[CH:14][CH:13]=[CH:12][CH:11]=1. Reported procedure: To a solution of ZnEt2 (17.3 ml, 1.0 M) in CH2Cl2 (20 ml) at 0° C. was added CH2I2 (1.4 ml) (CAUTION: exothermic!). After stirring for 15 min, a solution of 172 (352 mg, 1.73 mmol) in CH2Cl2 (2 ml) was added. The mixture was stirred from 0° C. to room temperature overnight. 5% HCl was added to bring the mixture to a homogeneous solution. (white solid dissolved). The two layers were separated. Aqueous layer was neutralized with 2N KOH to pH=10-12, extracted with CH2Cl2 (twice). The combined organ... The reactants are O=C([O-])[O-], CN(C)C=O, COc1ccc2c(c1)SC(CCCCl)C(O)CO2, Cl, [I-], [K+], [K+], [K+], O, c1ccc(N2CCNCC2)cc1. Yields the product COc1ccc2c(c1)SC(CCCN1CCN(c3ccccc3)CC1)C(O)CO2, Cl, Cl. Reaction SMILES: [C:33](=[O:34])([O-:35])[O-:36].[CH3:41][N:42]([CH3:43])[CH:44]=[O:45].[Cl:1][CH2:2][CH2:3][CH2:4][CH:5]1[CH:6]([OH:18])[CH2:7][O:8][c:9]2[c:10]([cH:12][c:13]([O:16][CH3:17])[cH:14][cH:15]2)[S:11]1.[ClH:39].[I-:32].[K+:31].[K+:37].[K+:38].[OH2:40].[c:19]1([N:25]2[CH2:26][CH2:27][NH:28][CH2:29][CH2:30]2)[cH:20][cH:21][cH:22][cH:23][cH:24]1>>[CH2:2]([CH2:3][CH2:4][CH:5]1[CH:6]([OH:18])[CH2:7][O:8][c:9]2[c:10]([cH:12][c:13]([O:16][CH3:17])[cH:14][cH:15]2)[S:11]1)[N:28]1[CH2:27][CH2:26][N:25]([c:19]2[cH:20][cH:21][cH:22][cH:23][cH:24]2)[CH2:30][CH2:29]1.[ClH:1].[ClH:39]. The reactants are O=C[C@H](O)[C@@H](O)[C@@H](O)[C@H](O)CO (D-galactose), C(CCCCCCCCCCC)N (dodecylamine), C(CCCCCCCCCCCCCCCCC)(=O)Cl (stearoyl chloride). Yields the product C(CCCCCCCCCCC)N(C(CCCCCCCCCCCCCCCCC)=O)C1[C@H](O)[C@@H](O)[C@@H](O)[C@H](O1)CO (N-Dodecyl-N-(D-galactopyranosyl)-stearic acid amide). As a reaction SMILES: O=[CH:2][C@@H:3]([C@H:5]([C@H:7]([C@@H:9]([CH2:11][OH:12])[OH:10])[OH:8])[OH:6])[OH:4].[CH2:13]([NH2:25])[CH2:14][CH2:15][CH2:16][CH2:17][CH2:18][CH2:19][CH2:20][CH2:21][CH2:22][CH2:23][CH3:24].[C:26](Cl)(=[O:44])[CH2:27][CH2:28][CH2:29][CH2:30][CH2:31][CH2:32][CH2:33][CH2:34][CH2:35][CH2:36][CH2:37][CH2:38][CH2:39][CH2:40][CH2:41][CH2:42][CH3:43]>>[CH2:13]([N:25]([CH:2]1[O:10][C@H:9]([CH2:11][OH:12])[C@H:7]([OH:8])[C@H:5]([OH:6])[C@H:3]1[OH:4])[C:26](=[O:44])[CH2:27][CH2:28][CH2:29][CH2:30][CH2:31][CH2:32][CH2:33][CH2:34][CH2:35][CH2:36][CH2:37][CH2:38][CH2:39][CH2:40][CH2:41][CH2:42][CH3:43])[CH2:14][CH2:15][CH2:16][CH2:17][CH2:18][CH2:19][CH2:20][CH2:21][CH2:22][CH2:23][CH3:24]. Procedure: The compound was prepared from D-galactose, dodecylamine and stearoyl chloride analogously to Example 11. Yield: 90.1%. Yields the product ClC1=C(N)C(=CC=C1C)Cl (2,6-Dichloro-3-methylaniline). As a reaction SMILES: [Cl:1][C:2]1[C:7]([CH3:8])=[CH:6][CH:5]=[C:4]([Cl:9])[C:3]=1[NH:10]C(=O)C.O.C(O)CC.[Cl-]>Cl.CC(O)=O>[Cl:1][C:2]1[C:7]([CH3:8])=[CH:6][CH:5]=[C:4]([Cl:9])[C:3]=1[NH2:10]. Procedure: N-(2,6-Dichloro-3-methylphenyl)acetamide (22 g) was suspended in HCl (5.0 N, 100 mL), H2O (300 mL) and propanol (or AcOH, 20-50 mL). The mixture was refluxed for several hr after which the solution was cooled, chloride (3×200 mL). The organic extractions were combined, washed with water, dried over MgSP4, and concentrated to give 16 g of product as a low melting solid (m.p. 36°-38° C.). 1H NMR (CCl4) δ6.97 (d, 9.0), 6.46 (d, 9.0 Hz, 1H), 2.28 (s, 3H, CH3) The reactants are ClC1=C(C(=CC=C1C)Cl)NC(C)=O (N-(2,6-Dichloro-3-methylphenyl)acetamide), [Cl-] (chloride), O (H2O), C(CC)O (propanol). Solvent: Cl (HCl), CC(=O)O (AcOH).